This data is from the Open Reaction Database (ORD), a public repository of structured organic reaction records. The task is: describe an organic reaction: reactants, conditions, products, and yield Starting materials: C(C)OC(C1=CC=C(C=C1)NC=1C(N(C=C(C1)C1=C(C(=CC=C1)NC(C1=CC=C(C=C1)C(C)(C)C)=O)C)C)=O)=O (4-{5-[3-(4-tert-Butyl-benzoylamino)-2-methylphenyl]-1-methyl-2-oxo-1,2-dihydro-pyridin-3-ylamino}-benzoic acid ethyl ester), [OH-].[Na+] (NaOH). Run in C(C)O (ethanol). The product is C(C)(C)(C)C1=CC=C(C(=O)NC=2C(=C(C=CC2)C=2C=C(C(N(C2)C)=O)NC2=CC=C(C(=O)O)C=C2)C)C=C1 (4-{5-[3-(4-tert-Butyl-benzoylamino)-2-methylphenyl]-1-methyl-2-oxo-1,2-dihydropyridin-3-ylamino}-benzoic acid). Isolated yield 56.6%. As a reaction SMILES: C([O:3][C:4](=[O:40])[C:5]1[CH:10]=[CH:9][C:8]([NH:11][C:12]2[C:13](=[O:39])[N:14]([CH3:38])[CH:15]=[C:16]([C:18]3[CH:23]=[CH:22][CH:21]=[C:20]([NH:24][C:25](=[O:36])[C:26]4[CH:31]=[CH:30][C:29]([C:32]([CH3:35])([CH3:34])[CH3:33])=[CH:28][CH:27]=4)[C:19]=3[CH3:37])[CH:17]=2)=[CH:7][CH:6]=1)C.[OH-].[Na+]>C(O)C>[C:32]([C:29]1[CH:28]=[CH:27][C:26]([C:25]([NH:24][C:20]2[C:19]([CH3:37])=[C:18]([C:16]3[CH:17]=[C:12]([NH:11][C:8]4[CH:9]=[CH:10][C:5]([C:4]([OH:40])=[O:3])=[CH:6][CH:7]=4)[C:13](=[O:39])[N:14]([CH3:38])[CH:15]=3)[CH:23]=[CH:22][CH:21]=2)=[O:36])=[CH:31][CH:30]=1)([CH3:35])([CH3:33])[CH3:34] |f:1.2|. Procedure: A mixture of 4-{5-[3-(4-tert-butyl-benzoylamino)-2-methylphenyl]-1-methyl-2-oxo-1,2-dihydropyridin-3-ylamino}-benzoic acid ethyl ester (6) (460 mg; 0.86 mmol), 1N NaOH (10 mL), and ethanol (10 mL) was heated at reflux for 1.5 h. The mixture was cooled to room temperature, the resulting slurry was washed with ethyl acetate (2×40 mL), and the ethyl acetate was decanted off. The aqueous slurry was taken to pH 5 with 1N HCl, filtered, washed with water and then diethyl ether to yield 4-{5-[3-(4-tert... Starting materials: IC1=CC=C(NC=2SC3=C(C(N2)=O)C=CC=N3)C=C1 (2-(4-iodoanilino)-4H-pyrido(3,2-e]-1,3-thiazin-4-one), [H-].[Li+] (lithium hydride), C(CC)I (propyl iodide). Yields the product IC1=CC=C(C=C1)N=C1SC2=C(C(N1CCC)=O)C=CC=N2 (2-[(4-iodophenyl)imino]-2,3-dihydro-3-propyl-4H-pyrido[3,2-e]-1,3-thiazin-4-one). Isolated yield 65.4%. As a reaction SMILES: [I:1][C:2]1[CH:19]=[CH:18][C:5]([NH:6][C:7]2[S:8][C:9]3[N:17]=[CH:16][CH:15]=[CH:14][C:10]=3[C:11](=[O:13])[N:12]=2)=[CH:4][CH:3]=1.[H-].[Li+].[CH2:22](I)[CH2:23][CH3:24]>>[I:1][C:2]1[CH:19]=[CH:18][C:5]([N:6]=[C:7]2[N:12]([CH2:22][CH2:23][CH3:24])[C:11](=[O:13])[C:10]3[CH:14]=[CH:15][CH:16]=[N:17][C:9]=3[S:8]2)=[CH:4][CH:3]=1 |f:1.2|. Procedure: The reaction procedure of Example 11 was followed except that 900 mg (2.36 mmol) of 2-(4-iodoanilino)-4H-pyrido(3,2-e]-1,3-thiazin-4-one, 23 mg of lithium hydride and 482 mg of propyl iodide were used. The resulting residue was then purified through silica gel column chromatography (eluant: chloroform) to obtain 653 mg of 2-[(4-iodophenyl)imino]-2,3-dihydro-3-propyl-4H-pyrido[3,2-e]-1,3-thiazin-4-one (65%, recrystallized from a mixture of ether and hexane) as a low polarity substance and 40 mg o... The reactants are C(C)(=O)OC(C)=O (acetic anhydride), BrC=1C=C2C(=C(N(C(C2=CC1)=O)CC1=CC=C(C=C1)S(=O)(=O)N)C(CC)=O)C1=CC=CC=C1 (4-(6-bromo-1-oxo-4-phenyl-3-propionyl-1H-isoquinolin-2-ylmethyl)benzenesulfonamide). Product: BrC=1C=C2C(=C(N(C(C2=CC1)=O)CC1=CC=C(C=C1)S(=O)(=O)NC(C)=O)C(CC)=O)C1=CC=CC=C1 (N-[[4-[(6-bromo-1-oxo-4-phenyl-3-propionyl-2(1H)-isoquinolinyl)methyl]phenyl]sulfonyl]acetamide). RXN SMILES: [C:1](OC(=O)C)(=[O:3])[CH3:2].[Br:8][C:9]1[CH:10]=[C:11]2[C:16](=[CH:17][CH:18]=1)[C:15](=[O:19])[N:14]([CH2:20][C:21]1[CH:26]=[CH:25][C:24]([S:27]([NH2:30])(=[O:29])=[O:28])=[CH:23][CH:22]=1)[C:13]([C:31](=[O:34])[CH2:32][CH3:33])=[C:12]2[C:35]1[CH:40]=[CH:39][CH:38]=[CH:37][CH:36]=1>>[Br:8][C:9]1[CH:10]=[C:11]2[C:16](=[CH:17][CH:18]=1)[C:15](=[O:19])[N:14]([CH2:20][C:21]1[CH:22]=[CH:23][C:24]([S:27]([NH:30][C:1](=[O:3])[CH3:2])(=[O:28])=[O:29])=[CH:25][CH:26]=1)[C:13]([C:31](=[O:34])[CH2:32][CH3:33])=[C:12]2[C:35]1[CH:36]=[CH:37][CH:38]=[CH:39][CH:40]=1. Reported procedure: The present compound was synthesized by a method similar to that in Example 515 and using acetic anhydride and 4-(6-bromo-1-oxo-4-phenyl-3-propionyl-1H-isoquinolin-2-ylmethyl)benzenesulfonamide. 1H NMR (CDCl3) δ: 0.49 (3H, t, J=7.2 Hz), 1.71 (2H, q, J=7.2 Hz), 2.00 (3H, s), 5.36 (2H, s), 7.23-7.30 (2H, m), 7.39 (2H, d, J=8.4 Hz), 7.43-7.52 (4H, m), 7.68 (1H, dd, J=2.1, 8.7 Hz), 7.96 (2H, d, J=8.4 Hz), 8.38 (1H, d, J=8.7 Hz). HPLC analysis: purity 99.4% (retention time: 4.50 min). MS (ESI+): 567 ... The reactants are CCCCc1nc2ccc(NCc3ccccc3)cc2n1Cc1ccc(-c2ccccc2C(=O)OCC)cc1, CC(=O)O, CCO, [Na+], [OH-], O. Product: CCCCc1nc2ccc(NCc3ccccc3)cc2n1Cc1ccc(-c2ccccc2C(=O)O)cc1. Reaction SMILES: [CH2:1]([c:2]1[cH:3][cH:4][cH:5][cH:6][cH:7]1)[NH:8][c:9]1[cH:10][cH:11][c:12]2[c:13]([n:14]([CH2:21][c:22]3[cH:23][cH:24][c:25](-[c:28]4[c:29]([C:34](=[O:35])[O:36][CH2:37][CH3:38])[cH:30][cH:31][cH:32][cH:33]4)[cH:26][cH:27]3)[c:15]([CH2:17][CH2:18][CH2:19][CH3:20])[n:16]2)[cH:39]1.[CH3:43][C:44](=[O:45])[OH:46].[CH3:47][CH2:48][OH:49].[Na+:41].[OH-:40].[OH2:42]>>[CH2:1]([c:2]1[cH:3][cH:4][cH:5][cH:6][cH:7]1)[NH:8][c:9]1[cH:10][cH:11][c:12]2[c:13]([n:14]([CH2:21][c:22]3[cH:23][cH:24][c:25](-[c:28]4[c:29]([C:34](=[O:35])[OH:36])[cH:30][cH:31][cH:32][cH:33]4)[cH:26][cH:27]3)[c:15]([CH2:17][CH2:18][CH2:19][CH3:20])[n:16]2)[cH:39]1. Yields the product O=C(O)c1cc(Cl)cc2c1OC1CCCCC21. Reaction SMILES: [CH3:19][OH:20].[Cl:1][c:2]1[cH:3][c:4]2[c:5]([c:13]([C:15](=[O:16])[O:17][CH3:18])[cH:14]1)[O:6][CH:7]1[CH:8]2[CH2:9][CH2:10][CH2:11][CH2:12]1.[Na+:22].[OH-:21]>>[Cl:1][c:2]1[cH:3][c:4]2[c:5]([c:13]([C:15](=[O:16])[OH:17])[cH:14]1)[O:6][CH:7]1[CH:8]2[CH2:9][CH2:10][CH2:11][CH2:12]1. Reactants: CO, COC(=O)c1cc(Cl)cc2c1OC1CCCCC21, [Na+], [OH-]. Reactants: C(C)N(C(C)C)C(C)C (Ethyldiisopropylamine), C(C)(C)(C)OC(=O)N(C)[C@@H](C(=O)O)CC1=CC2=CC=CC=C2C=C1 ((2R)-2-(N-(tert-butoxycarbonyl)-N-methylamino)-3-(2-naphthyl) propionic acid), ON1N=NC2=C1N=CC=C2 (1-hydroxy-7-azabenzotriazole), Cl.CN(CCCN=C=NCC)C (N-(3-dimethylaminopropyl)-N′-ethylcarbodiimide hydrochloride), CN(C([C@@H](CC1=CC=CC=C1)NC)=O)CCC1=NC=CC=C1 ((2R)-N-Methyl-2-(methylamino)-3-phenyl-N-(2-(2-pyridyl)ethyl)propionamide). Solvent: ClCCl (dichloromethane), ClCCl (dichloromethane). Conditions: time 15 minute. Yields the product C(C)(C)(C)OC(N([C@H](CC1=CC2=CC=CC=C2C=C1)C(N([C@H](CC1=CC=CC=C1)C(N(CCC1=NC=CC=C1)C)=O)C)=O)C)=O (N-Methyl-N-[(1R)1-(N-methyl-N-{(1R)-1-[N-methyl-N-(2-(pyridinyl)ethyl)carbamoyl]-2-phenylethyl}carbamoyl)-2-(2-naphthyl)ethyl]carbamic acid tertbutyl ester). Yield: 90.7%. Reaction SMILES: [C:1]([O:5][C:6]([N:8]([C@H:10]([CH2:14][C:15]1[CH:24]=[CH:23][C:22]2C(=CC=C[CH:21]=2)[CH:16]=1)[C:11](O)=[O:12])[CH3:9])=[O:7])([CH3:4])([CH3:3])[CH3:2].ON1[C:30]2N=C[CH:33]=[CH:34][C:29]=2N=N1.Cl.CN(C)CCCN=C=NCC.C(N(C(C)C)C(C)C)C.[CH3:56][N:57]([CH2:70][CH2:71][C:72]1[CH:77]=[CH:76][CH:75]=[CH:74][N:73]=1)[C:58](=[O:69])[C@H:59]([NH:67][CH3:68])[CH2:60][C:61]1[CH:66]=[CH:65][CH:64]=[CH:63][CH:62]=1>ClCCl>[C:1]([O:5][C:6](=[O:7])[N:8]([CH3:9])[C@@H:10]([C:11](=[O:12])[N:67]([CH3:68])[C@@H:59]([C:58](=[O:69])[N:57]([CH3:56])[CH2:70][CH2:71][C:72]1[CH:77]=[CH:76][CH:75]=[CH:74][N:73]=1)[CH2:60][C:61]1[CH:66]=[CH:65][CH:64]=[CH:63][CH:62]=1)[CH2:14][C:15]1[CH:16]=[CH:33][C:34]2[C:23](=[CH:22][CH:21]=[CH:30][CH:29]=2)[CH:24]=1)([CH3:4])([CH3:2])[CH3:3] |f:2.3|. Procedure details: (2R)-2-(N-(tert-butoxycarbonyl)-N-methylamino)-3-(2-naphthyl) propionic acid (11.2 g, 34 mmol), 1-hydroxy-7-azabenzotriazole (5.2 g, 38 mmol) and N-(3-dimethylaminopropyl)-N′-ethylcarbodiimide hydrochloride (6.9 g, 36 mmol) were dissolved in dichloromethane (100 mL). The reaction mixture was stirred for 15 min. Ethyldiisopropylamine (7.0 mL, 41 mmol) was added. (2R)-N-Methyl-2-(methylamino)-3-phenyl-N-(2-(2-pyridyl)ethyl)propionamide (7.9 g, 27 mmol) dissolved in dichloromethane (20 mL) was adde... The reactants are Cl (HCl), [OH-].[Na+] (sodium hydroxide), C(#N)C1=C(C=CC=C1)[N+](=O)[O-] (2-cyano-1-nitrobenzene), C(C)(C)(C)C1=C(C(=CC=C1)C(C)(C)C)O (2,6-di-t-butylphenol). The solvent is CS(=O)C (dimethylsulfoxide). Conditions: temperature 80 celsius. Yields the product C(C)(C)(C)C1=C(C(=CC(=C1)C1=CC(=C(C=C1)[N+](=O)[O-])C#N)C(C)(C)C)O (2,6-di-t-butyl-4-(3'-cyano-4'-nitrophenyl)phenol). The yield is 24.5%. As a reaction SMILES: [OH-].[Na+].[C:3]([C:5]1[CH:10]=[CH:9][CH:8]=[CH:7][C:6]=1[N+:11]([O-:13])=[O:12])#[N:4].[C:14]([C:18]1[CH:23]=[CH:22][CH:21]=[C:20]([C:24]([CH3:27])([CH3:26])[CH3:25])[C:19]=1[OH:28])([CH3:17])([CH3:16])[CH3:15].Cl>CS(C)=O>[C:24]([C:20]1[CH:21]=[C:22]([C:9]2[CH:8]=[CH:7][C:6]([N+:11]([O-:13])=[O:12])=[C:5]([C:3]#[N:4])[CH:10]=2)[CH:23]=[C:18]([C:14]([CH3:17])([CH3:16])[CH3:15])[C:19]=1[OH:28])([CH3:27])([CH3:26])[CH3:25] |f:0.1|. Procedure: A mixture of 30 mg (0.75 mmol) of powdered sodium hydroxide, 87 mg (0.59 mmol) of 2-cyano-1-nitrobenzene, 155 mg (0.75 mmol) of 2,6-di-t-butylphenol, and 1.0 mL of dimethylsulfoxide was heated at 80° C. for two hours and poured into 10 mL of 1N HCl, and the resulting aqueous mixture was extracted with three 10 mL portions of diethyl ether. The ether layers were combined, dried over magnesium sulfate, and concentrated. Purification of the residue by preparative thin layer chromatography and cryst... Starting materials: BrCc1ccccc1, O=C([O-])[O-], [K+], [K+], CN(C)C=O, O=C1CCCCc2ccc(O)cc21. Yields the product O=C1CCCCc2ccc(OCc3ccccc3)cc21. As a reaction SMILES: [Br:20][CH2:21][c:22]1[cH:23][cH:24][cH:25][cH:26][cH:27]1.[C:14](=[O:15])([O-:16])[O-:17].[K+:18].[K+:19].[O:28]=[CH:29][N:30]([CH3:31])[CH3:32].[OH:1][c:2]1[cH:3][c:4]2[c:5]([cH:12][cH:13]1)[CH2:6][CH2:7][CH2:8][CH2:9][C:10]2=[O:11]>>[O:1]([c:2]1[cH:3][c:4]2[c:5]([cH:12][cH:13]1)[CH2:6][CH2:7][CH2:8][CH2:9][C:10]2=[O:11])[CH2:21][c:22]1[cH:23][cH:24][cH:25][cH:26][cH:27]1. The reactants are Cl.NCC(=O)N(C1=C(C=C(C=C1)Cl)C(C1=CC=CC=C1)=O)CNC(=O)OCC (2-amino-N-[(ethoxycarbonylamino)methyl]-2'-benzoyl-4'-chloroacetanilide hydrochloride), C([O-])([O-])=O.[Na+].[Na+] (sodium carbonate), crude product. Product: ClC=1C=CC2=C(C(=NCC(N2CNC(OCC)=O)=O)C2=CC=CC=C2)C1 (Ethyl [(7-chloro-2,3-dihydro-2-oxo-5-phenyl-1H-1,4-benzodiazepin-1-yl)methyl]carbamate). As a reaction SMILES: Cl.[NH2:2][CH2:3][C:4]([N:6]([CH2:22][NH:23][C:24]([O:26][CH2:27][CH3:28])=[O:25])[C:7]1[CH:12]=[CH:11][C:10]([Cl:13])=[CH:9][C:8]=1[C:14](=O)[C:15]1[CH:20]=[CH:19][CH:18]=[CH:17][CH:16]=1)=[O:5].C(=O)([O-])[O-].[Na+].[Na+]>>[Cl:13][C:10]1[CH:11]=[CH:12][C:7]2[N:6]([CH2:22][NH:23][C:24](=[O:25])[O:26][CH2:27][CH3:28])[C:4](=[O:5])[CH2:3][N:2]=[C:14]([C:15]3[CH:20]=[CH:19][CH:18]=[CH:17][CH:16]=3)[C:8]=2[CH:9]=1 |f:0.1,2.3.4|. Procedure: An aqueous solution of 1 g. of 2-amino-N-[(ethoxycarbonylamino)methyl]-2'-benzoyl-4'-chloroacetanilide hydrochloride is made alkaline with 10% sodium carbonate solution. The base precipitated is extracted with methylene chloride. The extracts are dried over sodium sulfate and evaporated. The residue is taken up in ethanol and the solution obtained is boiled under reflux for 10 minutes. The crude product which remains as the residue after evaporation of the solution is crystallized from methanol/...